From a dataset of the Open Reaction Database (ORD), a public repository of structured organic reaction records. describe an organic reaction: reactants, conditions, products, and yield Reactants: Cl (HCl), OC=1C=C(C=O)C=CC1O (3,4-dihydroxybenzaldehyde), C([O-])([O-])=O.[K+].[K+] (potassium carbonate), C1(CCCC1)Br (cyclopentyl bromide). The solvent is CN(C)C=O (DMF), O (water). Run at temperature 80 celsius, time 24 hour. Product: C1(CCCC1)OC1=C(C=C(C=O)C=C1)O (4-cyclopentoxy-3-hydroxy-benzaldehyde). Isolated yield 67.0%. Reaction SMILES: [OH:1][C:2]1[CH:3]=[C:4]([CH:7]=[CH:8][C:9]=1[OH:10])[CH:5]=[O:6].C(=O)([O-])[O-].[K+].[K+].[CH:17]1(Br)[CH2:21][CH2:20][CH2:19][CH2:18]1.Cl>CN(C=O)C.O>[CH:17]1([O:10][C:9]2[CH:8]=[CH:7][C:4]([CH:5]=[O:6])=[CH:3][C:2]=2[OH:1])[CH2:21][CH2:20][CH2:19][CH2:18]1 |f:1.2.3|. Reported procedure: A suspension of 3,4-dihydroxybenzaldehyde (5.0 gm, 0.0362 mol), anhydrous potassium carbonate (6.0 gm, 0.0434 mol) and cyclopentyl bromide (6.5 gm, 0.0434 mol) in dry DMF (50 ml) was heated and stirred at 80° C. for 24 hrs. Reaction mixture was then cooled and diluted with water (500 ml), acidified with 1N HCl and extracted with ethyl acetate (3×100 ml). The ethyl acetate extract was washed 5% sodium bicarbonate and brine and dried over anhydrous sodium sulfate. The dried extract on concentratio... Starting materials: [Br-], Cc1ccccc1, CCCC[N+](CCCC)(CCCC)CCCC, O=S(=O)(Cl)Cl, O=C1c2c(-c3ccccc3)cccc2S(=O)(=O)N1CSc1ccccc1, ClCSc1ccccc1. The product is O=C1c2c(-c3ccccc3)cccc2S(=O)(=O)N1CCl. As a reaction SMILES: [Br-:48].[CH3:41][c:42]1[cH:43][cH:44][cH:45][cH:46][cH:47]1.[CH3:49][CH2:50][CH2:51][CH2:52][N+:53]([CH2:54][CH2:55][CH2:56][CH3:57])([CH2:58][CH2:59][CH2:60][CH3:61])[CH2:62][CH2:63][CH2:64][CH3:65].[S:36]([Cl:37])([Cl:38])(=[O:39])=[O:40].[c:10]1([S:11][CH2:17][N:18]2[S:19](=[O:20])(=[O:21])[c:22]3[cH:23][cH:24][cH:25][c:26](-[c:30]4[cH:31][cH:32][cH:33][cH:34][cH:35]4)[c:27]3[C:28]2=[O:29])[cH:12][cH:13][cH:14][cH:15][cH:16]1.[c:1]1([S:2][CH2:3][Cl:9])[cH:4][cH:5][cH:6][cH:7][cH:8]1>>[Cl:9][CH2:17][N:18]1[S:19](=[O:20])(=[O:21])[c:22]2[cH:23][cH:24][cH:25][c:26](-[c:30]3[cH:31][cH:32][cH:33][cH:34][cH:35]3)[c:27]2[C:28]1=[O:29]. Starting materials: C1(=CC=CC=C1)C(C)N1CC(C1)CCO (1-(1-phenylethyl)-3-azetidine ethanol), [N+](=O)([O-])C1=CC=C(C=C1)O (4-nitrophenol). Product: [N+](=O)([O-])C1=CC=C(OCCC2CN(C2)C(C)C2=CC=CC=C2)C=C1 (3-[2-(4-Nitrophenoxy)ethyl]-1-(1-phenylethyl)azetidine). Reaction SMILES: [C:1]1([CH:7]([N:9]2[CH2:12][CH:11]([CH2:13][CH2:14][OH:15])[CH2:10]2)[CH3:8])[CH:6]=[CH:5][CH:4]=[CH:3][CH:2]=1.[N+:16]([C:19]1[CH:24]=[CH:23][C:22](O)=[CH:21][CH:20]=1)([O-:18])=[O:17]>>[N+:16]([C:19]1[CH:24]=[CH:23][C:22]([O:15][CH2:14][CH2:13][CH:11]2[CH2:12][N:9]([CH:7]([C:1]3[CH:2]=[CH:3][CH:4]=[CH:5][CH:6]=3)[CH3:8])[CH2:10]2)=[CH:21][CH:20]=1)([O-:18])=[O:17]. Procedure details: The title compound is prepared according to the procedures of Example 3 from 1-(1-phenylethyl)-3-azetidine ethanol and 4-nitrophenol. The product is Cc1ccccc1CNc1cc(C(N)=O)cn2c(C)c(C)nc12. Reactants: CS(=O)(=O)O, CN(C)C=O, CCN(C(C)C)C(C)C, Cc1ccccc1CCl, Cc1nc2c(N)cc(C(N)=O)cn2c1C. Reaction SMILES: [CH3:1][S:2]([OH:3])(=[O:4])=[O:5].[CH3:39][N:40]([CH3:41])[CH:42]=[O:43].[CH:30]([N:31]([CH:32]([CH3:33])[CH3:34])[CH2:35][CH3:36])([CH3:37])[CH3:38].[Cl:21][CH2:22][c:23]1[c:24]([CH3:29])[cH:25][cH:26][cH:27][cH:28]1.[NH2:6][c:7]1[c:8]2[n:9]([cH:10][c:11]([C:13](=[O:14])[NH2:15])[cH:12]1)[c:16]([CH3:20])[c:17]([CH3:19])[n:18]2>>[NH:6]([c:7]1[c:8]2[n:9]([cH:10][c:11]([C:13](=[O:14])[NH2:15])[cH:12]1)[c:16]([CH3:20])[c:17]([CH3:19])[n:18]2)[CH2:22][c:23]1[c:24]([CH3:29])[cH:25][cH:26][cH:27][cH:28]1. Reactants: O=CCC1=CC=C(C#N)C=C1 (4-(2-Oxoethyl)benzonitrile), [N+](=O)([O-])C1=CC=C(C=C1)CCN1C(CNCC1)=O (1-[2-(4-nitrophenyl)ethyl]piperazin-2-one), C(C)O (ethanol), C(#N)[BH3-].[Na+] (sodium cyanoborohydride). Reagents/catalysts: CC([O-])C.[Ti+4].CC([O-])C.CC([O-])C.CC([O-])C (titanium(IV) isopropoxide). Solvent: C(C)(=O)OCC (ethyl acetate). Run at time 15 minute. The product is [N+](=O)([O-])C1=CC=C(C=C1)CCN1C(CN(CC1)CCC1=CC=C(C#N)C=C1)=O (4-(2-{4-[2-(4-Nitrophenyl)ethyl]-3-oxopiperazin-1-yl}ethyl)benzonitrile). As a reaction SMILES: O=[CH:2][CH2:3][C:4]1[CH:11]=[CH:10][C:7]([C:8]#[N:9])=[CH:6][CH:5]=1.[N+:12]([C:15]1[CH:20]=[CH:19][C:18]([CH2:21][CH2:22][N:23]2[CH2:28][CH2:27][NH:26][CH2:25][C:24]2=[O:29])=[CH:17][CH:16]=1)([O-:14])=[O:13].C(O)C.C([BH3-])#N.[Na+]>C(OCC)(=O)C.CC(C)[O-].[Ti+4].CC(C)[O-].CC(C)[O-].CC(C)[O-]>[N+:12]([C:15]1[CH:20]=[CH:19][C:18]([CH2:21][CH2:22][N:23]2[CH2:28][CH2:27][N:26]([CH2:2][CH2:3][C:4]3[CH:11]=[CH:10][C:7]([C:8]#[N:9])=[CH:6][CH:5]=3)[CH2:25][C:24]2=[O:29])=[CH:17][CH:16]=1)([O-:14])=[O:13] |f:3.4,6.7.8.9.10|. Reported procedure: The crude 4-(2-Oxoethyl)benzonitrile (100 mg, 0.69 mmol) was treated with 1-[2-(4-nitrophenyl)ethyl]piperazin-2-one (197 mg, 0.69 mmol) and titanium(IV) isopropoxide (2.0 mL). After stirring the mixture for 15 minutes, ethanol and sodium cyanoborohydride was added into the reaction. The mixture was allowed to stir for 4 hours. The reaction was diluted with ethyl acetate, washed with brine, dried over sodium sulfate, and concentrated to give the crude residue. The desired product was purified by ... Starting materials: CC1CN(Cc2ccc(N(C)C(=O)N3CCC(c4cccc(F)c4)CC3)cc2)CCN1C(=O)OC(C)(C)C, CC1CN(Cc2ccc(N(C)C(=O)N3CCC(c4ccc(F)cc4)CC3)cc2)CCN1. Product: CC1CN(Cc2ccc(N(C)C(=O)N3CCC(c4cccc(F)c4)CC3)cc2)CCN1. RXN SMILES: [F:1][c:2]1[cH:3][c:4]([CH:8]2[CH2:9][CH2:10][N:11]([C:14](=[O:15])[N:16]([c:17]3[cH:18][cH:19][c:20]([CH2:23][N:24]4[CH2:25][CH:26]([CH3:37])[N:27]([C:30]([O:31][C:32]([CH3:33])([CH3:34])[CH3:35])=[O:36])[CH2:28][CH2:29]4)[cH:21][cH:22]3)[CH3:38])[CH2:12][CH2:13]2)[cH:5][cH:6][cH:7]1.[F:39][c:40]1[cH:41][cH:42][c:43]([CH:44]2[CH2:45][CH2:46][N:47]([C:48]([N:49]([CH3:50])[c:51]3[cH:52][cH:53][c:54]([CH2:55][N:56]4[CH2:57][CH2:58][NH:59][CH:60]([CH3:61])[CH2:62]4)[cH:63][cH:64]3)=[O:65])[CH2:66][CH2:67]2)[cH:68][cH:69]1>>[F:1][c:2]1[cH:3][c:4]([CH:8]2[CH2:9][CH2:10][N:11]([C:14](=[O:15])[N:16]([c:17]3[cH:18][cH:19][c:20]([CH2:23][N:24]4[CH2:25][CH:26]([CH3:37])[NH:27][CH2:28][CH2:29]4)[cH:21][cH:22]3)[CH3:38])[CH2:12][CH2:13]2)[cH:5][cH:6][cH:7]1. Reactants: O=C([O-])O, C1CCNCC1, O=C(O)Cc1ccc([N+](=O)[O-])cc1, [Na+], C1CCOC1. Yields the product O=C(Cc1ccc([N+](=O)[O-])cc1)N1CCCCC1. RXN SMILES: [C:20](=[O:21])([OH:22])[O-:23].[CH2:14]1[CH2:15][CH2:16][NH:17][CH2:18][CH2:19]1.[N+:1](=[O:2])([O-:3])[c:4]1[cH:5][cH:6][c:7]([CH2:10][C:11](=[O:12])[OH:13])[cH:8][cH:9]1.[Na+:24].[O:25]1[CH2:26][CH2:27][CH2:28][CH2:29]1>>[N+:1](=[O:2])([O-:3])[c:4]1[cH:5][cH:6][c:7]([CH2:10][C:11](=[O:13])[N:17]2[CH2:16][CH2:15][CH2:14][CH2:19][CH2:18]2)[cH:8][cH:9]1.